This data is from the Open Reaction Database (ORD), a public repository of structured organic reaction records. The task is: describe an organic reaction: reactants, conditions, products, and yield Reactants: NCC1=CC=C(O1)CCC(=O)O (5-aminomethyl-2-carboxyethylfuran), C(C)OC1=C(C=NC=C1)[N+](=O)[O-] (4-ethoxy-3-nitropyridine). Solvent: CC#N (CH3CN). Yields the product [N+](=O)([O-])C=1C=NC=CC1NCC1=CC=C(O1)CCC(=O)O (5-[N-(3-Nitropyrid-4-yl)aminomethyl]-2-carboxyethylfuran). RXN SMILES: [NH2:1][CH2:2][C:3]1[O:7][C:6]([CH2:8][CH2:9][C:10]([OH:12])=[O:11])=[CH:5][CH:4]=1.C(O[C:16]1[CH:21]=[CH:20][N:19]=[CH:18][C:17]=1[N+:22]([O-:24])=[O:23])C>CC#N>[N+:22]([C:17]1[CH:18]=[N:19][CH:20]=[CH:21][C:16]=1[NH:1][CH2:2][C:3]1[O:7][C:6]([CH2:8][CH2:9][C:10]([OH:12])=[O:11])=[CH:5][CH:4]=1)([O-:24])=[O:23]. Procedure details: The desired compound was prepared by heating a solution in CH3CN of 5-aminomethyl-2-carboxyethylfuran with 4-ethoxy-3-nitropyridine. Reactants: CN1CC(CC1)N1CCCC2=CC(=CC=C12)N (1-(1-methylpyrrolidin-3-yl)-1,2,3,4-tetrahydroquinolin-6-amine), I.S1C(=CC=C1)C(=N)SC (methyl thiophene-2-carbimidothioate hydroiodide), C1(=C(C(=C(C(=C1F)F)F)N)F)N.Cl.Cl (dihydrochloride), N (NH3). Run in C(C)O (ethanol), CO.C(Cl)Cl (MeOH CH2Cl2), C(Cl)Cl (CH2Cl2). The product is CN1CC(CC1)N1CCCC2=CC(=CC=C12)NC(=N)C=1SC=CC1 (N-(1-(1-Methylpyrrolidin-3-yl)-1,2,3,4-tetrahydroquinolin-6-yl)thiophene-2-carboximidamide). Reaction SMILES: [CH3:1][N:2]1[CH2:6][CH2:5][CH:4]([N:7]2[C:16]3[C:11](=[CH:12][C:13]([NH2:17])=[CH:14][CH:15]=3)[CH2:10][CH2:9][CH2:8]2)[CH2:3]1.I.[S:19]1[CH:23]=[CH:22][CH:21]=[C:20]1[C:24](SC)=[NH:25].N.C1(N)C(F)=C(F)C(F)=C(N)C=1F.Cl.Cl>C(O)C.C(Cl)Cl.CO.C(Cl)Cl>[CH3:1][N:2]1[CH2:6][CH2:5][CH:4]([N:7]2[C:16]3[C:11](=[CH:12][C:13]([NH:17][C:24]([C:20]4[S:19][CH:23]=[CH:22][CH:21]=4)=[NH:25])=[CH:14][CH:15]=3)[CH2:10][CH2:9][CH2:8]2)[CH2:3]1 |f:1.2,4.5.6,9.10|. Reported procedure: A solution of 1-(1-methylpyrrolidin-3-yl)-1,2,3,4-tetrahydroquinolin-6-amine (80 mg, 0.35 mmol) in 8 mL ethanol was treated with methyl thiophene-2-carbimidothioate hydroiodide (197 mg, 0.69 mmol) and stirred overnight at room temperature. The mixture was diluted with CH2Cl2 (10 mL) and argon was bubbled through the solution for 20 minutes. The solution was partitioned between CH2Cl2 (100 mL) and 1N NaOH (20 mL). After extraction, the organic layer was separated, dried over sodium sulfate, filte... Conditions: time 8 hour. The reactants are Cl, Cl, NCCCCn1c(=O)c(=O)[nH]c2ccc(-n3ccnc3)cc21, [Na+], [OH-], O, O=[N+]([O-])O, O=S(=O)(O)O. Yields the product NCCCCn1c(=O)c(=O)[nH]c2cc([N+](=O)[O-])c(-n3ccnc3)cc21. RXN SMILES: [ClH:1].[ClH:2].[NH2:3][CH2:4][CH2:5][CH2:6][CH2:7][n:8]1[c:9](=[O:24])[c:10](=[O:23])[nH:11][c:12]2[cH:13][cH:14][c:15](-[n:18]3[cH:19][n:20][cH:21][cH:22]3)[cH:16][c:17]12.[Na+:31].[OH-:30].[OH2:29].[OH:25][N+:26]([O-:27])=[O:28].[S:32](=[O:33])(=[O:34])([OH:35])[OH:36]>>[NH2:3][CH2:4][CH2:5][CH2:6][CH2:7][n:8]1[c:9](=[O:24])[c:10](=[O:23])[nH:11][c:12]2[cH:13][c:14]([N+:26](=[O:25])[O-:27])[c:15](-[n:18]3[cH:19][n:20][cH:21][cH:22]3)[cH:16][c:17]12. Starting materials: BrC=1C=C(C=CC1)C (3-bromotoluene), CC1=C(N)C(=CC=C1)C (2,6-dimethylaniline). Reaction conditions: time 19 hour. Yields the product CC1=C(NC=2C=C(C=CC2)C)C(=CC=C1)C (2,6-Dimethyl-N-(m-tolyl)aniline). The yield is 92.8%. As a reaction SMILES: Br[C:2]1[CH:3]=[C:4]([CH3:8])[CH:5]=[CH:6][CH:7]=1.[CH3:9][C:10]1[CH:16]=[CH:15][CH:14]=[C:13]([CH3:17])[C:11]=1[NH2:12]>>[CH3:9][C:10]1[CH:16]=[CH:15][CH:14]=[C:13]([CH3:17])[C:11]=1[NH:12][C:2]1[CH:3]=[C:4]([CH3:8])[CH:5]=[CH:6][CH:7]=1. Reported procedure: Following the general procedure using 3-bromotoluene (121 μL, 1.00 mmol) and 2,6-dimethylaniline (148 μL, 1.20 mmol), the reaction was stirred for 19 h at rt. Column chromatography on silica gel (eluting with 30% EtOAc/hexanes) afforded the product as an off-white solid (196 mg, 93%). Product: C(\C(\C)=C/C(=O)O)(=O)NN (citraconic hydrazide). The reactants are Cl.Cl.NN (hydrazine dihydrochloride), C1(\C(\C)=C/C(=O)O1)=O (citraconic anhydride). Solvent: O (water). Procedure details: To a solution of 210 g of hydrazine dihydrochloride in 2 liters of water there was added, in one portion, 224 g of citraconic anhydride. When the mixture was heated to boiling with stirring, a homogeneous solution was first obtained and then a white precipitate started to form in the mixture. After 30 minutes at reflux, the mixture was allowed to cool with stirring. It was then cooled to 10° C. and the solid was separated by filtration and dried in a vacuum oven overnight to give citraconic hydr... RXN SMILES: Cl.Cl.[NH2:3][NH2:4].[C:5]1(=[O:12])[O:11][C:9](=[O:10])[CH:8]=[C:6]1[CH3:7]>O>[C:5]([NH:3][NH2:4])(=[O:12])/[C:6](=[CH:8]\[C:9]([OH:11])=[O:10])/[CH3:7] |f:0.1.2|. Conditions: temperature 10 celsius. Conditions: time 3 hour. The reactants are C1(C2=C(C(=O)O1)CCCC2)=O (3,4,5,6-tetrahydrophthalic anhydride), C[O-].[Na+] (sodium methoxide), [Na]CC(=O)C1=CC=CC=C1 (sodio-acetophenone). RXN SMILES: [C:1]1(=[O:11])[O:6][C:4](=[O:5])[C:3]2[CH2:7][CH2:8][CH2:9][CH2:10][C:2]1=2.C[O-].[Na+:14].[Na:15][CH2:16][C:17]([C:19]1[CH:24]=[CH:23][CH:22]=[CH:21][CH:20]=1)=[O:18]>CN(C)C=O>[Na:14][Na:15].[C:17]([CH2:16][C:4]([C:3]1[CH2:7][CH2:8][CH2:9][CH2:10][C:2]=1[C:1]([OH:6])=[O:11])=[O:5])(=[O:18])[C:19]1[CH:24]=[CH:23][CH:22]=[CH:21][CH:20]=1 |f:1.2|. Procedure details: To a solution of 30.4 g of 3,4,5,6-tetrahydrophthalic anhydride in 150 ml of dimethylformamide is added 11.0 g of sodium methoxide. After 1/2 hour this mixture is introduced into the sodio-acetophenone solution. The resulting mixture is stirred at 120° for 3 hours; the solid precipitate is filtered off, washed with acetone and ether, and dried to yield the crude disodium salt of 2-benzoylacetyl-1-cyclohexenecarboxylic acid. Yields the product [Na][Na] (disodium), C(C1=CC=CC=C1)(=O)CC(=O)C1=C(CCCC1)C(=O)O (2-benzoylacetyl-1-cyclohexenecarboxylic acid). Solvent: CN(C=O)C (dimethylformamide). Starting materials: COC=1C=C(C=CC1)C(CN)C (2-(3-Methoxyphenyl)propan-1-amine), Br (HBr). Run at temperature 100 celsius. The product is Br.NCC(C)C=1C=C(C=CC1)O (3-(1-aminopropan-2-yl)phenol HBr salt). Reaction SMILES: C[O:2][C:3]1[CH:4]=[C:5]([CH:9]([CH3:12])[CH2:10][NH2:11])[CH:6]=[CH:7][CH:8]=1.[BrH:13]>>[BrH:13].[NH2:11][CH2:10][CH:9]([C:5]1[CH:4]=[C:3]([OH:2])[CH:8]=[CH:7][CH:6]=1)[CH3:12] |f:2.3|. Procedure: 2-(3-Methoxyphenyl)propan-1-amine (760 mg, 4.61 mmol) was added HBr solution(5.2 mL, 48% solution in H2O 46.1 mmol). The reaction was heated at 100° C. for 4 h. It was cooled down to room temperature. Removal of solvents gave crude 3-(1-aminopropan-2-yl)phenol HBr salt as a greenish foam. HPLC retention time (Method C)=0.95 min. LC/MS (ESI) (M+H)+=152.18. 1H NMR (CDCl3, 400 MHz) δ ppm 1.31 (d, J=6.59 Hz, 3H), 2.90-3.02 (m, 1H), 3.06-3.13 (m, 1H), 3.30 (s, 1H), 6.69-6.79 (m, 3H), 7.14-7.22 (m, 1H... The reactants are [N+](=[N-])=C (diazomethane), C1(=CC=CC=C1)C(C1=CC=CC=C1)OC(\C(=C(\C)/O)\N1C(C(C1SSC=1SC2=C(N1)C=CC=C2)NC(COC2=CC=CC=C2)=O)=O)=O (2-[4-(benzthiazol-2-yldithio)-3-phenoxyacetamido-2-oxo-azetidin-1-yl]-3-hydroxy-crotonic acid diphenylmethyl ester). Solvent: C(Cl)Cl (methylene chloride), CCOCC (ether). Product: C1(=CC=CC=C1)C(C1=CC=CC=C1)OC(C(C(C)=C)N1C(C(C1SSC=1SC2=C(N1)C=CC=C2)NC(COC2=CC=CC=C2)=O)=O)=O (2-[4-(benzthiazol-2-yldithio)-3-phenoxyacetamido-2-oxoazetidin-1-yl]-3-methylene-butyric acid diphenylmethyl ester). As a reaction SMILES: [N+](=[CH2:3])=[N-].[C:4]1([CH:10]([O:17][C:18](=[O:50])/[C:19](/[N:23]2[CH:26]([S:27][S:28][C:29]3[S:30][C:31]4[CH:37]=[CH:36][CH:35]=[CH:34][C:32]=4[N:33]=3)[CH:25]([NH:38][C:39](=[O:48])[CH2:40][O:41][C:42]3[CH:47]=[CH:46][CH:45]=[CH:44][CH:43]=3)[C:24]2=[O:49])=[C:20](\O)/[CH3:21])[C:11]2[CH:16]=[CH:15][CH:14]=[CH:13][CH:12]=2)[CH:9]=[CH:8][CH:7]=[CH:6][CH:5]=1>CCOCC.C(Cl)Cl>[C:4]1([CH:10]([O:17][C:18](=[O:50])[CH:19]([N:23]2[CH:26]([S:27][S:28][C:29]3[S:30][C:31]4[CH:37]=[CH:36][CH:35]=[CH:34][C:32]=4[N:33]=3)[CH:25]([NH:38][C:39](=[O:48])[CH2:40][O:41][C:42]3[CH:47]=[CH:46][CH:45]=[CH:44][CH:43]=3)[C:24]2=[O:49])[C:20](=[CH2:21])[CH3:3])[C:11]2[CH:16]=[CH:15][CH:14]=[CH:13][CH:12]=2)[CH:5]=[CH:6][CH:7]=[CH:8][CH:9]=1. Procedure: A distilled solution of diazomethane in ether (containing 1.3 mM of diazomethane) is added to a solution of crude 2-[4-(benzthiazol-2-yldithio)-3-phenoxyacetamido-2-oxo-azetidin-1-yl]-3-hydroxy-crotonic acid diphenylmethyl ester, obtained by ozonisation of 681 mg (1.0 mM) of 2-[4-(benzthiazol-2-yldithio)-3-phenoxyacetamido-2-oxoazetidin-1-yl]-3-methylene-butyric acid diphenylmethyl ester, in 5 ml of methylene chloride at 0° C. The mixture is stirred for one hour at 0° C. and washed with water, a...